Dataset: the Open Reaction Database (ORD), a public repository of structured organic reaction records. Task: describe an organic reaction: reactants, conditions, products, and yield The reactants are [H][H] (hydrogen), [H][H] (hydrogen), ClCCCOC1=C(C=CC=C1)[N+](=O)[O-] (1-(3-Chloro-propoxy)-2-nitro-benzene). Reagents/catalysts: [Pt](=O)=O (platinum dioxide). The solvent is C(C)O (ethanol). Yields the product ClCCCOC1=C(C=CC=C1)N (2-(3-Chloro-propoxy)-phenylamine). Reaction SMILES: [Cl:1][CH2:2][CH2:3][CH2:4][O:5][C:6]1[CH:11]=[CH:10][CH:9]=[CH:8][C:7]=1[N+:12]([O-])=O.[H][H]>C(O)C.[Pt](=O)=O>[Cl:1][CH2:2][CH2:3][CH2:4][O:5][C:6]1[CH:11]=[CH:10][CH:9]=[CH:8][C:7]=1[NH2:12]. Procedure details: 1-(3-Chloro-propoxy)-2-nitro-benzene (60 mmol) is dissolved in ethanol (200 ml) and platinum dioxide (0.5 g) is added. The stirred mixture is treated with hydrogen under normal pressure until the hydrogen uptake stopped. The catalyst is filtered off and the filtrate is evaporated. A pale yellow oil with Rf=0.3 (CH2Cl2) is obtained, which is used in the next step without further purification. Starting materials: O=C([O-])[O-], Cc1noc(-c2ccc(Cl)nn2)n1, Cl, [K+], [K+], O=C1c2ccccc2CC12CCNCC2. Yields the product Cc1noc(-c2ccc(N3CCC4(CC3)Cc3ccccc3C4=O)nn2)n1. Reaction SMILES: [C:30](=[O:31])([O-:32])[O-:33].[Cl:1][c:2]1[n:3][n:4][c:5](-[c:8]2[n:9][c:10]([CH3:13])[n:11][o:12]2)[cH:6][cH:7]1.[ClH:14].[K+:34].[K+:35].[NH:15]1[CH2:16][CH2:17][C:18]2([C:19](=[O:27])[c:20]3[cH:21][cH:22][cH:23][cH:24][c:25]3[CH2:26]2)[CH2:28][CH2:29]1>>[c:2]1([N:15]2[CH2:16][CH2:17][C:18]3([C:19](=[O:27])[c:20]4[cH:21][cH:22][cH:23][cH:24][c:25]4[CH2:26]3)[CH2:28][CH2:29]2)[n:3][n:4][c:5](-[c:8]2[n:9][c:10]([CH3:13])[n:11][o:12]2)[cH:6][cH:7]1. Starting materials: [H][H], NN, CCCn1c(=O)c2[nH]c(Cc3ccccc3NC(C)=O)nc2n(CCc2ccc([N+](=O)[O-])cc2)c1=O, O, [Pd]. The product is CCCn1c(=O)c2[nH]c(Cc3ccccc3NC(C)=O)nc2n(CCc2ccc(N)cc2)c1=O. RXN SMILES: [H:40][H:41].[NH2:38][NH2:39].[NH:1]([C:2](=[O:3])[CH3:4])[c:5]1[c:6]([CH2:7][c:8]2[n:9][c:10]3[n:11]([CH2:22][CH2:23][c:24]4[cH:25][cH:26][c:27]([N+:30]([O-:31])=[O:32])[cH:28][cH:29]4)[c:12](=[O:21])[n:13]([CH2:18][CH2:19][CH3:20])[c:14](=[O:17])[c:15]3[nH:16]2)[cH:33][cH:34][cH:35][cH:36]1.[OH2:37].[Pd:42]>>[NH:1]([C:2](=[O:3])[CH3:4])[c:5]1[c:6]([CH2:7][c:8]2[n:9][c:10]3[n:11]([CH2:22][CH2:23][c:24]4[cH:25][cH:26][c:27]([NH2:30])[cH:28][cH:29]4)[c:12](=[O:21])[n:13]([CH2:18][CH2:19][CH3:20])[c:14](=[O:17])[c:15]3[nH:16]2)[cH:33][cH:34][cH:35][cH:36]1. The reactants are C(C)OC(CCCN1CCC(CC1)C(O)(C1=CC=C(C=C1)F)C1=CC=C(C=C1)F)=O (4-[bis(4-fluorophenyl)hydroxymethyl]-1-piperidinebutanoic acid ethyl ester), [H-].[Al+3].[Li+].[H-].[H-].[H-] (lithium aluminum hydride), [H-].[Al+3].[Li+].[H-].[H-].[H-] (lithium aluminum hydride). Solvent: O1CCCC1 (tetrahydrofuran). Conditions: time 30 minute. Product: FC1=CC=C(C=C1)C(C1CCN(CC1)CCCCO)(O)C1=CC=C(C=C1)F (4-[Bis(4-fluorophenyl)hydroxymethyl]-1-piperidinebutanol). Yield: 80.6%. RXN SMILES: C([O:3][C:4](=O)[CH2:5][CH2:6][CH2:7][N:8]1[CH2:13][CH2:12][CH:11]([C:14]([C:23]2[CH:28]=[CH:27][C:26]([F:29])=[CH:25][CH:24]=2)([C:16]2[CH:21]=[CH:20][C:19]([F:22])=[CH:18][CH:17]=2)[OH:15])[CH2:10][CH2:9]1)C.[H-].[Al+3].[Li+].[H-].[H-].[H-]>O1CCCC1>[F:22][C:19]1[CH:18]=[CH:17][C:16]([C:14]([C:23]2[CH:24]=[CH:25][C:26]([F:29])=[CH:27][CH:28]=2)([OH:15])[CH:11]2[CH2:12][CH2:13][N:8]([CH2:7][CH2:6][CH2:5][CH2:4][OH:3])[CH2:9][CH2:10]2)=[CH:21][CH:20]=1 |f:1.2.3.4.5.6|. Reported procedure: A solution of 15.4 g (0.037 mol) of 4-[bis(4-fluorophenyl)hydroxymethyl]-1-piperidinebutanoic acid ethyl ester in 100 mL of dry (freshly distilled from lithium aluminum hydride) tetrahydrofuran was added dropwise to a mixture of 3.5 g (0.092 mol) of lithium aluminum hydride in 100 mL of dry tetrahydrofuran. After the final addition, the mixture was stirred at ambient temperature for 3 h, whereupon the excess lithium aluminum hydride was quenched by successive dropwise additions of 4 mL of water,... Starting materials: C1(CC1)N (Cyclopropylamine), NC1=CC(=C(OC2=C3C(=NC=C2)C=C(S3)C=3C=NN(C3)CCN3C(CCC3)=O)C=C1)F (1-(2-(4-(7-(4-amino-2-fluorophenoxy)thieno[3,2-b]pyridin-2-yl)-1H-pyrazol-yl)ethyl)pyrrolidin-2-one), N1=CC=CC=C1 (pyridine), ClC(=O)OC1=CC=CC=C1 (phenyl chloroformate). Run in CN(C)C=O (DMF). Reaction conditions: temperature 0 celsius, time 2 hour. The product is C1(CC1)NC(=O)NC1=CC(=C(C=C1)OC1=C2C(=NC=C1)C=C(S2)C=2C=NN(C2)CCN2C(CCC2)=O)F (1-cyclopropyl-3-(3-fluoro-4-(2-(1-(2-(2-oxopyrrolidin-1-yl)ethyl)-1H-pyrazol-4-yl)thieno[3,2-b]pyridin-7-yloxy)phenyl)urea). Yield: 52.5%. As a reaction SMILES: [NH2:1][C:2]1[CH:30]=[CH:29][C:5]([O:6][C:7]2[CH:12]=[CH:11][N:10]=[C:9]3[CH:13]=[C:14]([C:16]4[CH:17]=[N:18][N:19]([CH2:21][CH2:22][N:23]5[CH2:27][CH2:26][CH2:25][C:24]5=[O:28])[CH:20]=4)[S:15][C:8]=23)=[C:4]([F:31])[CH:3]=1.[N:32]1[CH:37]=[CH:36][CH:35]=C[CH:33]=1.ClC(OC1C=CC=CC=1)=[O:40].C1(N)CC1>CN(C=O)C>[CH:37]1([NH:32][C:33]([NH:1][C:2]2[CH:30]=[CH:29][C:5]([O:6][C:7]3[CH:12]=[CH:11][N:10]=[C:9]4[CH:13]=[C:14]([C:16]5[CH:17]=[N:18][N:19]([CH2:21][CH2:22][N:23]6[CH2:27][CH2:26][CH2:25][C:24]6=[O:28])[CH:20]=5)[S:15][C:8]=34)=[C:4]([F:31])[CH:3]=2)=[O:40])[CH2:35][CH2:36]1. Procedure: To a stirred solution of 165 (400 mg, 0.914 mmol) and pyridine (0.222 mL, 2.74 mmol) in DMF (10 mL) at 0° C. under nitrogen was added phenyl chloroformate (0.287 mg, 2.286 mmol) and the reaction mixture was stirred at 0° C. for 2 hrs. Cyclopropylamine (0.322 mL, 4.57 mmol) was added and the reaction mixture was heated at 55° C. for 5 hrs. The reaction mixture was partitioned between EtOAc and saturated sodium bicarbonate solution, then washed with saturated ammonium chloride solution and brine, ...